This data is from the Open Reaction Database (ORD), a public repository of structured organic reaction records. The task is: describe an organic reaction: reactants, conditions, products, and yield The reactants are C(C)(C)(C)OC(NC1=C(C=C(C=C1)C1=CC=C(C=C1)F)NC(CC(=O)C1=CC(=CC=C1)N1C=NC(=C1)C)=O)=O ((4′-fluoro-3-{3-[3-(4-methyl-imidazol-1-yl)-phenyl]-3-oxo-propionylamino}-biphenyl-4-yl)-carbamic acid tert.-butyl ester), C(=O)(C(F)(F)F)O (TFA). The solvent is C(Cl)Cl (CH2Cl2). Product: FC1=CC=C(C=C1)C=1C=CC2=C(NC(CC(=N2)C2=CC(=CC=C2)N2C=NC(=C2)C)=O)C1 (8-(4-Fluoro-phenyl)-4-[3-(4-methyl-imidazol-1-yl)-phenyl]-1,3-dihydro-benzo[b][1,4]diazepin-2-one). RXN SMILES: C(OC(=O)[NH:7][C:8]1[CH:13]=[CH:12][C:11]([C:14]2[CH:19]=[CH:18][C:17]([F:20])=[CH:16][CH:15]=2)=[CH:10][C:9]=1[NH:21][C:22](=[O:38])[CH2:23][C:24]([C:26]1[CH:31]=[CH:30][CH:29]=[C:28]([N:32]2[CH:36]=[C:35]([CH3:37])[N:34]=[CH:33]2)[CH:27]=1)=O)(C)(C)C.C(O)(C(F)(F)F)=O>C(Cl)Cl>[F:20][C:17]1[CH:16]=[CH:15][C:14]([C:11]2[CH:12]=[CH:13][C:8]3[N:7]=[C:24]([C:26]4[CH:31]=[CH:30][CH:29]=[C:28]([N:32]5[CH:36]=[C:35]([CH3:37])[N:34]=[CH:33]5)[CH:27]=4)[CH2:23][C:22](=[O:38])[NH:21][C:9]=3[CH:10]=2)=[CH:19][CH:18]=1. Reported procedure: Prepared from (4′-fluoro-3-{3-[3-(4-methyl-imidazol-1-yl)-phenyl]-3-oxo-propionylamino}-biphenyl-4-yl)-carbamic acid tert.-butyl ester (Example K47) by treatment with TFA in CH2Cl2 according to the general procedure M. Obtained as a light yellow solid (196 mg). The reactants are C(CC\C=C/C\C=C/C\C=C/C\C=C/C\C=C/C\C=C/CC)(=O)NCCNC(/C=C/C(=O)OC)=O ((E)-Methyl 4-(2-(4Z,7Z,10Z,13Z,16Z,19Z)-docosa-4,7,10,13,16,19-hexaenamidoethylamino)-4-oxobut-2-enoate), [OH-].[Na+] (NaOH). The solvent is C1CCOC1 (THF). Run at time 1 hour. Yields the product C(CC\C=C/C\C=C/C\C=C/C\C=C/C\C=C/C\C=C/CC)(=O)NCCNC(/C=C/C(=O)O)=O ((E)-4-(2-(4Z,7Z,10Z,13Z,16Z,19Z)-docosa-4,7,10,13,16,19-hexaenamidoethylamino)-4-oxobut-2-enoic acid). Yield: 98.9%. RXN SMILES: [C:1]([NH:24][CH2:25][CH2:26][NH:27][C:28](=[O:35])/[CH:29]=[CH:30]/[C:31]([O:33]C)=[O:32])(=[O:23])[CH2:2][CH2:3]/[CH:4]=[CH:5]\[CH2:6]/[CH:7]=[CH:8]\[CH2:9]/[CH:10]=[CH:11]\[CH2:12]/[CH:13]=[CH:14]\[CH2:15]/[CH:16]=[CH:17]\[CH2:18]/[CH:19]=[CH:20]\[CH2:21][CH3:22].[OH-].[Na+]>C1COCC1>[C:1]([NH:24][CH2:25][CH2:26][NH:27][C:28](=[O:35])/[CH:29]=[CH:30]/[C:31]([OH:33])=[O:32])(=[O:23])[CH2:2][CH2:3]/[CH:4]=[CH:5]\[CH2:6]/[CH:7]=[CH:8]\[CH2:9]/[CH:10]=[CH:11]\[CH2:12]/[CH:13]=[CH:14]\[CH2:15]/[CH:16]=[CH:17]\[CH2:18]/[CH:19]=[CH:20]\[CH2:21][CH3:22] |f:1.2|. Procedure: (E)-Methyl 4-(2-(4Z,7Z,10Z,13Z,16Z,19Z)-docosa-4,7,10,13,16,19-hexaenamidoethylamino)-4-oxobut-2-enoate (200 mg, 0.41 mmol) was taken up in 5 mL of THF along with 2 mL of a 5 N NaOH. The resulting reaction mixture was stirred at room temperature for 1 h, concentrated under reduced pressure to remove the THF, and diluted with water (10 mL). The aqueous layer was acidified to pH=2 with 3 N HCl and then extracted with EtOAc. The combined organic layers were washed with brine, dried (Na2SO4) and con... Reactants: C(C)(C)(C)NS(=O)(=O)C1(CC1)C=O (N-(tert-butyl)-1-formylcyclopropane-1-sulfonamide), [BH4-].[Na+] (sodium borohydride). Run in [Cl-].[Na+].O (brine), CO (MeOH). Reaction conditions: temperature 0 celsius, time 1 hour. Product: C(C)(C)(C)NS(=O)(=O)C1(CC1)CO (N-(tert-butyl)-1-(hydroxymethyl)cyclopropane-1-sulfonamide), solid. The yield is 96.0%. RXN SMILES: [C:1]([NH:5][S:6]([C:9]1([CH:12]=[O:13])[CH2:11][CH2:10]1)(=[O:8])=[O:7])([CH3:4])([CH3:3])[CH3:2].[BH4-].[Na+]>CO.[Cl-].[Na+].O>[C:1]([NH:5][S:6]([C:9]1([CH2:12][OH:13])[CH2:10][CH2:11]1)(=[O:8])=[O:7])([CH3:4])([CH3:3])[CH3:2] |f:1.2,4.5.6|. Reported procedure: A round-bottom flask equipped with a stir bar was charged with a solution of N-(tert-butyl)-1-formylcyclopropane-1-sulfonamide (8.89 g, 43.3 mmol) in MeOH (110 mL). The solution was cooled to 0° C. and to the solution was added portionwise sodium borohydride (1.64 g, 43.3 mmol). The solution was stirred for 1 h. To the solution was added brine and the mixture was stirred for 15 min. The mixture was concentrated in vacuo to remove MeOH and the aqueous solution was then transferred to separatory f... The reactants are Cc1c(COc2cccc(OCC3CCN(NC(=O)OC(C)(C)C)CC3)c2)nc2ccccc2c1OCc1ccccc1, CCOC(C)=O, CCOC(C)=O, CCO, Cl. Product: Cc1c(COc2cccc(OCC3CCNCC3)c2)nc2ccccc2c1OCc1ccccc1. RXN SMILES: [C:1]([O:2][C:3](=[O:4])[NH:5][N:8]1[CH2:9][CH2:10][CH:11]([CH2:14][O:15][c:16]2[cH:17][c:18]([O:22][CH2:23][c:24]3[n:25][c:26]4[cH:27][cH:28][cH:29][cH:30][c:31]4[c:32]([O:35][CH2:36][c:37]4[cH:38][cH:39][cH:40][cH:41][cH:42]4)[c:33]3[CH3:34])[cH:19][cH:20][cH:21]2)[CH2:12][CH2:13]1)([CH3:6])([CH3:7])[CH3:43].[C:44]([O:45][CH2:46][CH3:47])(=[O:48])[CH3:49].[C:54]([O:55][CH2:56][CH3:57])(=[O:58])[CH3:59].[CH2:51]([OH:52])[CH3:53].[ClH:50]>>[NH:8]1[CH2:9][CH2:10][CH:11]([CH2:14][O:15][c:16]2[cH:17][c:18]([O:22][CH2:23][c:24]3[n:25][c:26]4[cH:27][cH:28][cH:29][cH:30][c:31]4[c:32]([O:35][CH2:36][c:37]4[cH:38][cH:39][cH:40][cH:41][cH:42]4)[c:33]3[CH3:34])[cH:19][cH:20][cH:21]2)[CH2:12][CH2:13]1. Starting materials: B, CC(C)(C)OC(=O)N1CCOC(Cc2cccc(C=Cc3cccnc3)c2)C1, Cc1cccc(CC2OCCN(Cc3ccccc3)C2=O)c1. The product is Cc1cccc(CC2CN(Cc3ccccc3)CCO2)c1. Reaction SMILES: [BH3:51].[C:1]([N:2]1[CH2:3][CH2:4][O:5][CH:6]([CH2:7][c:8]2[cH:9][cH:10][cH:11][c:12]([CH:13]=[CH:14][c:15]3[cH:16][n:17][cH:18][cH:19][cH:20]3)[cH:21]2)[CH2:22]1)([O:23][C:24]([CH3:25])([CH3:26])[CH3:27])=[O:28].[CH2:29]([c:30]1[cH:31][cH:32][cH:33][cH:34][cH:35]1)[N:36]1[C:37](=[O:50])[CH:38]([CH2:42][c:43]2[cH:44][c:45]([CH3:49])[cH:46][cH:47][cH:48]2)[O:39][CH2:40][CH2:41]1>>[CH2:29]([c:30]1[cH:31][cH:32][cH:33][cH:34][cH:35]1)[N:36]1[CH2:37][CH:38]([CH2:42][c:43]2[cH:44][c:45]([CH3:49])[cH:46][cH:47][cH:48]2)[O:39][CH2:40][CH2:41]1. Reactants: BrC1=CC=2C=3C(CC(C3CO1)N(C)C)=CN(C2)[Si](C(C)C)(C(C)C)C(C)C ((5-Bromo-2-triisopropylsilanyl-2,7,8,9-tetrahydro-6-oxa-2-azabenzo[cd]azulen-8-yl)dimethylamine), [Li]CCCC (n-BuLi), C1=CC=C(C=C1)S(=O)(=O)N(F)S(=O)(=O)C2=CC=CC=C2 (N-fluorobenzenesulfonimide). Run in [Cl-].[NH4+] (ammonium chloride), O1CCCC1 (tetrahydrofuran). Conditions: time 1 hour. Yields the product FC1=CC=2C=3C(CC(C3CO1)N(C)C)=CN(C2)[Si](C(C)C)(C(C)C)C(C)C ((5-Fluoro-2-triisopropylsilanyl-2,7,8,9-tetrahydro-6-oxa-2-azabenzo[cd]azulen-8-yl)dimethylamine). Reaction SMILES: Br[C:2]1[O:11][CH2:10][C:9]2[CH:8]([N:12]([CH3:14])[CH3:13])[CH2:7][C:6]3=[CH:15][N:16]([Si:18]([CH:25]([CH3:27])[CH3:26])([CH:22]([CH3:24])[CH3:23])[CH:19]([CH3:21])[CH3:20])[CH:17]=[C:4]([C:5]=23)[CH:3]=1.[Li]CCCC.C1C=CC(S(N(S(C2C=CC=CC=2)(=O)=O)[F:43])(=O)=O)=CC=1>O1CCCC1.[Cl-].[NH4+]>[F:43][C:2]1[O:11][CH2:10][C:9]2[CH:8]([N:12]([CH3:14])[CH3:13])[CH2:7][C:6]3=[CH:15][N:16]([Si:18]([CH:25]([CH3:27])[CH3:26])([CH:22]([CH3:24])[CH3:23])[CH:19]([CH3:21])[CH3:20])[CH:17]=[C:4]([C:5]=23)[CH:3]=1 |f:4.5|. Reported procedure: A solution of compound (42) 451 mg in dry tetrahydrofuran 5 ml was cooled at −70° C. n-BuLi (1.56 mol/l hexane solution) 1.3 ml was added dropwise to the mixture, which was stirred for 1 h. Then, N-fluorobenzenesulfonimide 694 mg was added and the mixture was stirred for 3.5 h. The reaction mixtures was diluted with an aqueous ammonium chloride solution, extracted with ethyl acetate. The extracts were washed with brine, dried over anhydrous magnesium sulfate and concentrated under reduced pressu... Reactants: CCOCC (ether), NC1=NC=CC=N1 (2-Aminopyrimidine), C1(=C(C(=CC(=C1)C)C)S(=O)(=O)ON)C (O-mesitylenesulfonylhydroxylamine). Solvent: ClCCl (dichloromethane), ClCCl (dichloromethane). Run at time 3 hour. Product: C1(=C(C(=CC(=C1)C)C)S(=O)(=O)[O-])C.NC1[NH+]=CC=CN1N (2,3-Diaminopyrimidinium mesitylene-2-sulfonate). Yield: 80.7%. As a reaction SMILES: [NH2:1][C:2]1[N:7]=[CH:6][CH:5]=[CH:4][N:3]=1.[C:8]1([CH3:21])[CH:13]=[C:12]([CH3:14])[CH:11]=[C:10]([CH3:15])[C:9]=1[S:16]([O:19][NH2:20])(=[O:18])=[O:17].CCOCC>ClCCl>[C:8]1([CH3:21])[CH:13]=[C:12]([CH3:14])[CH:11]=[C:10]([CH3:15])[C:9]=1[S:16]([O-:19])(=[O:18])=[O:17].[NH2:1][CH:2]1[N:7]([NH2:20])[CH:6]=[CH:5][CH:4]=[NH+:3]1 |f:4.5|. Procedure: 2-Aminopyrimidine (0.8 g, 8.41 mmole) in dichloromethane (16 mL) at 4 C was treated dropwise with O-mesitylenesulfonylhydroxylamine (2.65 g, 12.3 mmole) in dichloromethane (10 mL). After stirring overnight at 4 C, ether (25 mL) was added and the mixture stored at 4 C for 3 hr. The product was filtered out and washed with 1:1 dichloromethane/ether, (50 mL) giving 2.26 g crude product. Recrystalization from methanol/dichloromethane/ether gave 2.12 g of the title compound, mp 190–191 C. Ref.: Tamur...